describe an organic reaction: reactants, conditions, products, and yield From a dataset of the Open Reaction Database (ORD), a public repository of structured organic reaction records. Starting materials: N1(CCCCC1)CC1N2CCC(C1O)CC2 (2-(1-Piperidinylmethyl)-1-azabicyclo[2.2.2]octan-3-ol), C(CCC)[Li].CCCCCC (n-butyllithium hexane), ClC=1C(=CC(=C(C(=O)N2C=NC=C2)C1)OC)NC (1-[5-chloro-2-methoxy-4-(methylamino)benzoyl]-1H-imidazole). Product: ClC=1C(=CC(=C(C(=O)OC2C(N3CCC2CC3)CN3CCCCC3)C1)OC)NC (2-(1-Piperidinylmethyl)-1-azabicyclo[2.2.2]oct-3-yl 5-chloro-2-methoxy-4-(methylamino)benzoate). Reaction SMILES: [N:1]1([CH2:7][CH:8]2[CH:13]([OH:14])[CH:12]3[CH2:15][CH2:16][N:9]2[CH2:10][CH2:11]3)[CH2:6][CH2:5][CH2:4][CH2:3][CH2:2]1.C([Li])CCC.CCCCCC.[Cl:28][C:29]1[C:30]([NH:44][CH3:45])=[CH:31][C:32]([O:42][CH3:43])=[C:33]([CH:41]=1)[C:34](N1C=CN=C1)=[O:35]>>[Cl:28][C:29]1[C:30]([NH:44][CH3:45])=[CH:31][C:32]([O:42][CH3:43])=[C:33]([CH:41]=1)[C:34]([O:14][CH:13]1[CH:12]2[CH2:11][CH2:10][N:9]([CH2:16][CH2:15]2)[CH:8]1[CH2:7][N:1]1[CH2:2][CH2:3][CH2:4][CH2:5][CH2:6]1)=[O:35] |f:1.2|. Procedure: 2-(1-Piperidinylmethyl)-1-azabicyclo[2.2.2]octan-3-ol cis isomer (2.47 g, 11 mmoles) was treated with n-butyllithium/hexane, and then with 1-[5-chloro-2-methoxy-4-(methylamino)benzoyl]-1H-imidazole, following the procedures described above for the corresponding trans isomer. Starting materials: OC1=C(C(=O)O)C=CC(=C1)N(C)C (2-hydroxy-4-(N,N-dimethylamino)benzoic acid), CO (MeOH), S(=O)(Cl)Cl (thionyl chloride). Run in CCOCC (ether). The product is OC1=C(C(=O)OC)C=CC(=C1)N(C)C (Methyl 2-hydroxy-4-(N,N-dimethylamino)benzoate). The yield is 73.0%. Reaction SMILES: [OH:1][C:2]1[CH:10]=[C:9]([N:11]([CH3:13])[CH3:12])[CH:8]=[CH:7][C:3]=1[C:4]([OH:6])=[O:5].[CH3:14]O.S(Cl)(Cl)=O>CCOCC>[OH:1][C:2]1[CH:10]=[C:9]([N:11]([CH3:13])[CH3:12])[CH:8]=[CH:7][C:3]=1[C:4]([O:6][CH3:14])=[O:5]. Procedure details: To a solution of 2-hydroxy-4-(N,N-dimethylamino)benzoic acid (9.05 g, 50 mmol) and MeOH (100 mL) at 0° C. was added thionyl chloride (5.34 mL, 75 mmol) dropwise. The reaction was warmed to room temperature and refluxed for 14 hours. After cooling, ether was added to the mixture and the reaction was carefully quenched with satd NaHCO3. The mixture was diluted with ether (200 mL) and partitioned. The organic layer was dried over MgSO4 and the crude product was adsorbed onto silica gel. The crude p... The reactants are c1(ccccc1)CN, N([BH2-])(C)C.[Li+], C1CN(C[C@@H](C1=O)O)S(=O)(=O)C. The reagents and catalysts are c1ccc(cc1)-c2c3ccccc3cc4ccccc24 (9-Phenylanthracene), CC(C)[O-].CC(C)[O-].CC(C)[O-].CC(C)[O-].[Ti+4] (Ti(OiPr)4). Reaction conditions: temperature 25 celsius, time 18 hour. Product: CS(=O)(=O)N1CC[C@@H](N)[C@@H](O)C1. As a reaction SMILES: [Li+].[BH3-]N(C)C.[NH2:1]Cc1ccccc1.[CH3:2][S:3]([N:6]1[CH2:12][C@H:10]([OH:11])[C:9](=O)[CH2:8][CH2:7]1)(=[O:5])=[O:4]>>[CH3:2][S:3]([N:6]1[CH2:12][C@H:10]([OH:11])[C@H:9]([NH2:1])[CH2:8][CH2:7]1)(=[O:5])=[O:4]. Reaction SMILES: [C:1]([CH3:2])([CH3:3])([CH3:4])[O:5][C:6](=[O:7])[N:8]([C:9](=[O:10])[O:11][C:12]([CH3:13])([CH3:14])[CH3:15])[c:16]1[n:17][cH:18][cH:19][cH:20][c:21]1-[c:22]1[cH:23][c:24]([CH2:27][Cl:28])[n:25][o:26]1.[C:46](=[O:47])([O-:48])[O-:49].[CH3:56][CH2:57][O:58][C:59](=[O:60])[CH3:61].[CH3:62][O:63][CH2:64][CH2:65][O:66][CH3:67].[Cl-:53].[Cs+:50].[Cs+:51].[Cu:54][I:55].[Na+:52].[n:29]1[c:30]([O:35][CH2:36][c:37]2[cH:38][cH:39][c:40]([B:43]([OH:44])[OH:45])[cH:41][cH:42]2)[cH:31][cH:32][cH:33][cH:34]1>>[C:1]([CH3:2])([CH3:3])([CH3:4])[O:5][C:6](=[O:7])[N:8]([C:9](=[O:10])[O:11][C:12]([CH3:13])([CH3:14])[CH3:15])[c:16]1[n:17][cH:18][cH:19][cH:20][c:21]1-[c:22]1[cH:23][c:24]([CH2:27][c:40]2[cH:39][cH:38][c:37]([CH2:36][O:35][c:30]3[n:29][cH:34][cH:33][cH:32][cH:31]3)[cH:42][cH:41]2)[n:25][o:26]1. The reactants are CC(C)(C)OC(=O)N(C(=O)OC(C)(C)C)c1ncccc1-c1cc(CCl)no1, O=C([O-])[O-], CCOC(C)=O, COCCOC, [Cl-], [Cs+], [Cs+], [Cu]I, [Na+], OB(O)c1ccc(COc2ccccn2)cc1. Yields the product CC(C)(C)OC(=O)N(C(=O)OC(C)(C)C)c1ncccc1-c1cc(Cc2ccc(COc3ccccn3)cc2)no1. Reactants: C1(=CC=C(C=C1)S(=O)(=O)O)C.C(C1=CC=CC=C1)OC(=O)N1[C@H]([C@H](CC1)N)C1=CC=CC=C1 (cis-3-amino-2-phenyl-pyrrolidine-1-carboxylic acid benzyl ester p-toluenesulfonate), Br (hydrogen bromide), C(Cl)Cl (methylene chloride), 6,3-chlorobenzaldehyde, C(C)(=O)O[BH-](OC(C)=O)OC(C)=O.[Na+] (sodium triacetoxyborohydride). Run in C(C)(=O)O (acetic acid), C(C)(=O)O (acetic acid). Conditions: time 16 hour. Yields the product Br.Br.ClC=1C=C(CN[C@@H]2[C@@H](NCC2)C2=CC=CC=C2)C=CC1 (cis-(3-Chloro-benzyl)-(2-Phenyl-pyrrolidin-3-yl)-amine dihydrobromide). Yield: 79.0%. Reaction SMILES: [C:1]1([CH3:11])[CH:6]=[CH:5][C:4](S(O)(=O)=O)=[CH:3][CH:2]=1.C(OC([N:22]1[CH2:26][CH2:25][C@H:24]([NH2:27])[C@@H:23]1[C:28]1[CH:33]=[CH:32][CH:31]=[CH:30][CH:29]=1)=O)C1C=CC=CC=1.C(O[BH-](OC(=O)C)OC(=O)C)(=O)C.[Na+].[BrH:48].C(Cl)[Cl:50]>C(O)(=O)C>[BrH:48].[BrH:48].[Cl:50][C:3]1[CH:2]=[C:1]([CH:6]=[CH:5][CH:4]=1)[CH2:11][NH:27][C@H:24]1[CH2:25][CH2:26][NH:22][C@H:23]1[C:28]1[CH:33]=[CH:32][CH:31]=[CH:30][CH:29]=1 |f:0.1,2.3,7.8.9|. Reported procedure: A mixture of cis-3-amino-2-phenyl-pyrrolidine-1-carboxylic acid benzyl ester p-toluenesulfonate (0.15 g, 0.32 mmol), obtained from preparatory example 6,3-chlorobenzaldehyde (0.34 mmol), and sodium triacetoxyborohydride (0.082 g, 0.38 mmol) was stirred in 3 mL of methylene chloride at rt for 16 h. The reaction was washed 1× with 1M NaOH, dried through cotton, and concentrated to give an oil. The oil was dissolved in acetic acid (1 mL) and a solution of 30% hydrogen bromide in acetic acid (0.302 ... The reactants are [N+](=O)([O-])C1=CC2=C(N=C(O2)C=CN2CCCC2)C=C1 (6-nitro-2-(2-pyrrolidin-1-yl-vinyl)-benzooxazole). Reagents/catalysts: [Pd] (palladium/carbon). Solvent: C(C)O (ethanol). The product is N1(CCCC1)C=CC=1OC2=C(N1)C=CC(=C2)N (2-(2-pyrrolidin-1-yl-vinyl)-benzooxazol-6-ylamine). As a reaction SMILES: [N+:1]([C:4]1[CH:19]=[CH:18][C:7]2[N:8]=[C:9]([CH:11]=[CH:12][N:13]3[CH2:17][CH2:16][CH2:15][CH2:14]3)[O:10][C:6]=2[CH:5]=1)([O-])=O>C(O)C.[Pd]>[N:13]1([CH:12]=[CH:11][C:9]2[O:10][C:6]3[CH:5]=[C:4]([NH2:1])[CH:19]=[CH:18][C:7]=3[N:8]=2)[CH2:17][CH2:16][CH2:15][CH2:14]1. Procedure details: A solution of 6-nitro-2-(2-pyrrolidin-1-yl-vinyl)-benzooxazole (8.5 mmol) and palladium/carbon (10%) (0.85 mmol) in ethanol (100 mL) is hydrogenated with the pressure of 50 psi at room temperature for 18 hours. The mixture is filtered and the filtrate is concentrated in vacuo to afford 2-(2-pyrrolidin-1-yl-vinyl)-benzooxazol-6-ylamine as a solid. 1H NMR (300 MHz, CDCl3): δ 1.82 (m, 4H), 3.2 (broad, 4H), 3.65 (broad, 2H), 4.92 (d, H), 6.49 (d, H), 6.64 (d, H), 7.19 (d, H), 7.60 (d, H). Reactants: COc1ccc(S(=O)(=O)N2CC=CCC(NC(=O)CCc3ccccc3)C2C(=O)OC(C)(C)C)cc1, COc1ccc(S(=O)(=O)N2CC=CCC(NC(=O)OCc3ccccc3)C2C(=O)OC(C)(C)C)cc1, CS(C)=O. Yields the product COc1ccc(S(=O)(=O)N2CC=CCC(NC(=O)CCc3ccccc3)C2C(=O)O)cc1. RXN SMILES: [C:1]([CH3:2])([CH3:3])([CH3:4])[O:5][C:6](=[O:7])[CH:8]1[N:9]([S:26](=[O:27])(=[O:28])[c:29]2[cH:30][cH:31][c:32]([O:35][CH3:36])[cH:33][cH:34]2)[CH2:10][CH:11]=[CH:12][CH2:13][CH:14]1[NH:15][C:16]([CH2:17][CH2:18][c:19]1[cH:20][cH:21][cH:22][cH:23][cH:24]1)=[O:25].[C:37]([O:38][C:39]([CH:40]1[CH:41]([NH:42][C:43]([O:44][CH2:45][c:46]2[cH:47][cH:48][cH:49][cH:50][cH:51]2)=[O:52])[CH2:53][CH:54]=[CH:55][CH2:56][N:57]1[S:58]([c:59]1[cH:60][cH:61][c:62]([O:63][CH3:64])[cH:65][cH:66]1)(=[O:67])=[O:68])=[O:69])([CH3:70])([CH3:71])[CH3:72].[CH3:73][S:74]([CH3:75])=[O:76]>>[O:5]=[C:6]([OH:7])[CH:8]1[N:9]([S:26](=[O:27])(=[O:28])[c:29]2[cH:30][cH:31][c:32]([O:35][CH3:36])[cH:33][cH:34]2)[CH2:10][CH:11]=[CH:12][CH2:13][CH:14]1[NH:15][C:16]([CH2:17][CH2:18][c:19]1[cH:20][cH:21][cH:22][cH:23][cH:24]1)=[O:25]. Reactants: C(#N)[BH3-].[Na+] (sodium cyanoborohydride), C(C)(C)N (isopropylamine), C(C)OC(=O)C=1N(C(=C2C=C(C=CC12)Cl)C1=CC=CC=C1)CCCC(C)=O (5-chloro-2-(4-oxopentyl)-3-phenylisoindole-1-carboxylic acid ethyl ester), 5-N, Cl (hydrochloric acid), Cl (hydrochloric acid). The solvent is CO (methanol). Reaction conditions: time 1 hour. Yields the product Cl.C(C)OC(=O)C=1N(C(=C2C=C(C=CC12)Cl)C1=CC=CC=C1)CCCC(C)NC(C)C (5-chloro-2-[4-(isopropylamino)pentyl]-3-phenylisoindole-1-carboxylic acid ethyl ester hydrochloride). RXN SMILES: [CH:1]([NH2:4])([CH3:3])[CH3:2].Cl.[CH2:6]([O:8][C:9]([C:11]1[N:12]([CH2:27][CH2:28][CH2:29][C:30](=O)[CH3:31])[C:13]([C:21]2[CH:26]=[CH:25][CH:24]=[CH:23][CH:22]=2)=[C:14]2[C:19]=1[CH:18]=[CH:17][C:16]([Cl:20])=[CH:15]2)=[O:10])[CH3:7].C([BH3-])#N.[Na+]>CO>[ClH:20].[CH2:6]([O:8][C:9]([C:11]1[N:12]([CH2:27][CH2:28][CH2:29][CH:30]([NH:4][CH:1]([CH3:3])[CH3:2])[CH3:31])[C:13]([C:21]2[CH:22]=[CH:23][CH:24]=[CH:25][CH:26]=2)=[C:14]2[C:19]=1[CH:18]=[CH:17][C:16]([Cl:20])=[CH:15]2)=[O:10])[CH3:7] |f:3.4,6.7|. Procedure: A solution of 5.2 ml. of isopropylamine in 25 ml. of methanol is treated with 4 ml. of 5-N methanolic hydrochloric acid. To this there are added successively under an atmosphere of argon at 20°-25° C. 3.85 g. of 5-chloro-2-(4-oxopentyl)-3-phenylisoindole-1-carboxylic acid ethyl ester and 0.4 g. of sodium cyanoborohydride and the mixture is then stirred for 48 hours at room temperature. While cooling, the mixture is made acidic with concentrated hydrochloric acid, stirred for an additional 1 hour... The reactants are N1=C(C=NC=C1)C(=O)Cl (pyrazinoyl chloride), C1(CC1)C(N)=NO (cyclopropanecarboxamidoxime). Run in C=1(C(=CC=CC1)C)C (xylene), C=1(C(=CC=CC1)C)C (xylene). Product: C1(CC1)C1=NOC(=N1)C1=NC=CN=C1 (2-(3-Cyclopropyl-1,2,4-oxadiazol-5-yl)pyrazine). RXN SMILES: [N:1]1[CH:6]=[CH:5][N:4]=[CH:3][C:2]=1[C:7](Cl)=[O:8].[CH:10]1([C:13](=[N:15]O)[NH2:14])[CH2:12][CH2:11]1>C1(C)C(C)=CC=CC=1>[CH:10]1([C:13]2[N:15]=[C:7]([C:2]3[CH:3]=[N:4][CH:5]=[CH:6][N:1]=3)[O:8][N:14]=2)[CH2:12][CH2:11]1. Procedure: To a mixture of 28.7 g. of pyrazinoyl chloride in 100 ml. of xylene is added slowly a solution of 20 g. of cyclopropanecarboxamidoxime in 100 ml. of xylene. This mixture is heated under reflux for 3 hours, concentrated under reduced pressure and the residue mixed with aqueous sodium hydroxide. The mixture is filtered and the filtrate is extracted with chloroform. The chloroform solution is dried over magnesium sulfate and concentrated under reduced pressure to give crude crystals, which are recr... The reactants are CN1CCCC1CCN, Cl, C1COCCO1, Cc1ccc(S(=O)(=O)Cl)cc1. Yields the product Cl, Cc1ccc(S(=O)(=O)NCCC2CCCN2C)cc1. RXN SMILES: [CH3:12][N:13]1[CH:14]([CH2:18][CH2:19][NH2:20])[CH2:15][CH2:16][CH2:17]1.[ClH:21].[O:22]1[CH2:23][CH2:24][O:25][CH2:26][CH2:27]1.[c:1]1([CH3:11])[cH:2][cH:3][c:4]([S:7](=[O:8])(=[O:9])[Cl:10])[cH:5][cH:6]1>>[ClH:10].[c:1]1([CH3:11])[cH:2][cH:3][c:4]([S:7](=[O:8])(=[O:9])[NH:20][CH2:19][CH2:18][CH:14]2[N:13]([CH3:12])[CH2:17][CH2:16][CH2:15]2)[cH:5][cH:6]1.